From a dataset of the Open Reaction Database (ORD), a public repository of structured organic reaction records. describe an organic reaction: reactants, conditions, products, and yield The reactants are CCOC(=O)c1ccc(Cl)nc1C(=O)OCC, OCc1ccc(F)cc1, [H-], [Na+], C1CCOC1, O. Yields the product CCOC(=O)c1ccc(OCc2ccc(F)cc2)nc1C(=O)OCC. RXN SMILES: [CH2:12]([CH3:13])[O:14][C:15](=[O:16])[c:17]1[n:18][c:19]([Cl:28])[cH:20][cH:21][c:22]1[C:23](=[O:24])[O:25][CH2:26][CH3:27].[F:3][c:4]1[cH:5][cH:6][c:7]([CH2:8][OH:9])[cH:10][cH:11]1.[H-:1].[Na+:2].[O:30]1[CH2:31][CH2:32][CH2:33][CH2:34]1.[OH2:29]>>[F:3][c:4]1[cH:5][cH:6][c:7]([CH2:8][O:9][c:19]2[n:18][c:17]([C:15]([O:14][CH2:12][CH3:13])=[O:16])[c:22]([C:23](=[O:24])[O:25][CH2:26][CH3:27])[cH:21][cH:20]2)[cH:10][cH:11]1.